describe an organic reaction: reactants, conditions, products, and yield From a dataset of the Open Reaction Database (ORD), a public repository of structured organic reaction records. Reactants: FC1=C2C=3CCCCC3N3C2=C(C=C1)CCNCC3 (8-fluoro-2,3,4,5,9,10,11,12-octahydro-1H-[1,4]diazocino[7,8,1-jk]carbazole), C(#N)[BH3-].[Na+] (sodium cyanoborohydride). The solvent is C(C)(=O)O (acetic acid). Run at time 4 hour. The product is FC1=C2C3CCCCC3N3C2=C(C=C1)CCNCC3 (8-Fluoro-2,3,4,5,8b,9,10,11,12,12a-decahydro-1H[1,4]diazocino[7,8,1-jk]carbazole). The yield is 76.2%. As a reaction SMILES: [F:1][C:2]1[CH:14]=[CH:13][C:12]2[CH2:15][CH2:16][NH:17][CH2:18][CH2:19][N:10]3[C:11]=2[C:3]=1[C:4]1[CH2:5][CH2:6][CH2:7][CH2:8][C:9]=13.C([BH3-])#N.[Na+]>C(O)(=O)C>[F:1][C:2]1[CH:14]=[CH:13][C:12]2[CH2:15][CH2:16][NH:17][CH2:18][CH2:19][N:10]3[C:11]=2[C:3]=1[CH:4]1[CH:9]3[CH2:8][CH2:7][CH2:6][CH2:5]1 |f:1.2|. Procedure details: To a solution of 8-fluoro-2,3,4,5,9,10,11,12-octahydro-1H-[1,4]diazocino[7,8,1-jk]carbazole (0.30 g, 1.16 mmole) in acetic acid (50 mL) was added sodium cyanoborohydride (0.22 g, 3.32 mmole) and the reaction mixture was stirred at room temperature for 4 hours. The solvent was removed in vacuo and the residue was diluted with methylene chloride (200 mL) and washed with aqueous sodium hydroxide (1N, 150 mL), saturated sodium chloride (150 mL), dried (sodium sulfate) and concentrated. Purification ...